This data is from the Open Reaction Database (ORD), a public repository of structured organic reaction records. The task is: describe an organic reaction: reactants, conditions, products, and yield Starting materials: ClC1=NC(=NC(=C1)OC)SCC1=C(C(=CC=C1)F)F (4-Chloro-2-[[(2,3-difluorophenyl)methyl]thio]-6-methoxypyrimidine), ClC1=NC(=NC(=C1)OC)SCC1=C(C(=CC=C1)F)F (4-Chloro-2-[[(2,3-difluorophenyl)methyl]thio]-6-methoxypyrimidine), C(C)(C)(C)[Si](OC1CN(C1)S(=O)(=O)N)(C1=CC=CC=C1)C1=CC=CC=C1 (3-(tert-butyl-diphenyl-silanyloxy)-azetidine-1-sulfonamide), C(C)(C)(C)[Si](OC1CN(C1)S(=O)(=O)N)(C1=CC=CC=C1)C1=CC=CC=C1 (3-(tert-Butyl-diphenyl-silanyloxy)-azetidine-1-sulfonamide), C1(CCCCC1)P(C1=C(C=CC=C1)C1=C(C=C(C=C1C(C)C)C(C)C)C(C)C)C1CCCCC1 (2-dicyclohexylphosphino-2′,4′,6′-tri-isopropyl-1,1′-biphenyl), C([O-])([O-])=O.[Cs+].[Cs+] (cesium carbonate). Reagents/catalysts: C=1C=CC(=CC1)/C=C/C(=O)/C=C/C2=CC=CC=C2.C=1C=CC(=CC1)/C=C/C(=O)/C=C/C2=CC=CC=C2.C=1C=CC(=CC1)/C=C/C(=O)/C=C/C2=CC=CC=C2.[Pd].[Pd] (tris(dibenzylideneacetone)dipalladium). Solvent: O1CCOCC1 (dioxane). Product: [Si](C1=CC=CC=C1)(C1=CC=CC=C1)(C(C)(C)C)OC1CN(C1)S(=O)(=O)NC1=NC(=NC(=C1)OCC)SCC1=C(C(=CC=C1)F)F (3-{[tert-Butyl(diphenyl)silyl]oxy}-N-{2-[(2,3-difluorobenzyl)thio]-6-ethoxypyrimidin-4-yl}azetidine-1-sulfonamide). RXN SMILES: Cl[C:2]1[CH:7]=[C:6]([O:8][CH3:9])[N:5]=[C:4]([S:10][CH2:11][C:12]2[CH:17]=[CH:16][CH:15]=[C:14]([F:18])[C:13]=2[F:19])[N:3]=1.[C:20]([Si:24]([C:40]1[CH:45]=[CH:44][CH:43]=[CH:42][CH:41]=1)([C:34]1[CH:39]=[CH:38][CH:37]=[CH:36][CH:35]=1)[O:25][CH:26]1[CH2:29][N:28]([S:30]([NH2:33])(=[O:32])=[O:31])[CH2:27]1)([CH3:23])([CH3:22])[CH3:21].[CH:46]1(P(C2CCCCC2)C2C=CC=CC=2C2C(C(C)C)=CC(C(C)C)=CC=2C(C)C)CCCCC1.C(=O)([O-])[O-].[Cs+].[Cs+]>C1C=CC(/C=C/C(/C=C/C2C=CC=CC=2)=O)=CC=1.C1C=CC(/C=C/C(/C=C/C2C=CC=CC=2)=O)=CC=1.C1C=CC(/C=C/C(/C=C/C2C=CC=CC=2)=O)=CC=1.[Pd].[Pd].O1CCOCC1>[Si:24]([O:25][CH:26]1[CH2:27][N:28]([S:30]([NH:33][C:2]2[CH:7]=[C:6]([O:8][CH2:9][CH3:46])[N:5]=[C:4]([S:10][CH2:11][C:12]3[CH:17]=[CH:16][CH:15]=[C:14]([F:18])[C:13]=3[F:19])[N:3]=2)(=[O:31])=[O:32])[CH2:29]1)([C:20]([CH3:23])([CH3:21])[CH3:22])([C:34]1[CH:35]=[CH:36][CH:37]=[CH:38][CH:39]=1)[C:40]1[CH:45]=[CH:44][CH:43]=[CH:42][CH:41]=1 |f:3.4.5,6.7.8.9.10|. Procedure details: The subtitle compound was prepared according to the procedure outlined in example 1 step (iv) using a mixture of 4-Chloro-2-[[(2,3-difluorophenyl)methyl]thio]-6-methoxypyrimidine (the product of example 35 step i) (0.16 g), 3-(tert-butyl-diphenyl-silanyloxy)-azetidine-1-sulfonamide (the product from step i) (0.17 g), tris(dibenzylideneacetone)dipalladium (0) (33 mg), 2-dicyclohexylphosphino-2′,4′,6′-tri-isopropyl-1,1′-biphenyl (XPHOS) (24 mg), cesium carbonate (0.16 g) and dioxane (8 mL). Purifi... The reactants are O=C(O)c1ccc2c(c1)COC2=O, CN(C)C=O, O=S(Cl)Cl. Product: O=C(Cl)c1ccc2c(c1)COC2=O. As a reaction SMILES: [C:5](=[O:6])([OH:7])[c:8]1[cH:9][c:10]2[c:15]([cH:16][cH:17]1)[C:13](=[O:14])[O:12][CH2:11]2.[CH3:18][N:19]([CH3:20])[CH:21]=[O:22].[S:1]([Cl:2])([Cl:3])=[O:4]>>[Cl:3][C:5](=[O:6])[c:8]1[cH:9][c:10]2[c:15]([cH:16][cH:17]1)[C:13](=[O:14])[O:12][CH2:11]2. The reactants are [Br-], CC(C)(C)OC(=O)N1CCC(COS(=O)(=O)C(F)(F)F)C1, CC(C)=O, [Li+]. The product is CC(C)(C)OC(=O)N1CCC(CBr)C1. Reaction SMILES: [Br-:22].[C:1]([CH3:2])([CH3:3])([CH3:4])[O:5][C:6](=[O:7])[N:8]1[CH2:9][CH:10]([CH2:13][O:14][S:15]([C:16]([F:17])([F:18])[F:19])(=[O:20])=[O:21])[CH2:11][CH2:12]1.[CH3:24][C:25](=[O:26])[CH3:27].[Li+:23]>>[C:1]([CH3:2])([CH3:3])([CH3:4])[O:5][C:6](=[O:7])[N:8]1[CH2:9][CH:10]([CH2:13][Br:22])[CH2:11][CH2:12]1. The reactants are CCOC(=O)CBr, COc1ccc2c(c1)Oc1ccccc1NC2, CS(C)=O, [H-], [Na+]. Yields the product CCOC(=O)CN1Cc2ccc(OC)cc2Oc2ccccc21. As a reaction SMILES: [Br:20][CH2:21][C:22](=[O:23])[O:24][CH2:25][CH3:26].[CH3:1][O:2][c:3]1[cH:4][c:5]2[c:6]([cH:16][cH:17]1)[CH2:7][NH:8][c:9]1[c:10]([cH:12][cH:13][cH:14][cH:15]1)[O:11]2.[CH3:27][S:28]([CH3:29])=[O:30].[H-:18].[Na+:19]>>[CH3:1][O:2][c:3]1[cH:4][c:5]2[c:6]([cH:16][cH:17]1)[CH2:7][N:8]([CH2:21][C:22](=[O:23])[O:24][CH2:25][CH3:26])[c:9]1[c:10]([cH:12][cH:13][cH:14][cH:15]1)[O:11]2. Reactants: O=C(CBr)c1ccccc1, CC(C)O, OCCCNc1nc2ccccc2[nH]1. Product: Br, O=C(Cn1c(NCCCO)nc2ccccc21)c1ccccc1. As a reaction SMILES: [Br:15][CH2:16][C:17](=[O:18])[c:19]1[cH:20][cH:21][cH:22][cH:23][cH:24]1.[CH:25]([OH:26])([CH3:27])[CH3:28].[OH:1][CH2:2][CH2:3][CH2:4][NH:5][c:6]1[nH:7][c:8]2[c:9]([n:10]1)[cH:11][cH:12][cH:13][cH:14]2>>[BrH:15].[OH:1][CH2:2][CH2:3][CH2:4][NH:5][c:6]1[n:7]([CH2:16][C:17](=[O:18])[c:19]2[cH:20][cH:21][cH:22][cH:23][cH:24]2)[c:8]2[c:9]([n:10]1)[cH:11][cH:12][cH:13][cH:14]2.